From a dataset of the Open Reaction Database (ORD), a public repository of structured organic reaction records. describe an organic reaction: reactants, conditions, products, and yield Starting materials: BrC1=CC(=C(OC2=NC(=CC(=C2CO)NC(CC)CC)C)C(=C1)C)C ([2-(4-bromo-2,6-dimethyl-phenoxy)-4-(1-ethyl-propylamino)-6-methyl-pyridin-3-yl]-methanol), [H-].[Al+3].[Li+].[H-].[H-].[H-] (lithium aluminum hydride). The solvent is C1CCOC1 (THF), C(C)OCC (diethyl ether), [Cl-].[Al+3].[Cl-].[Cl-] (aluminum chloride). Reaction conditions: time 8 hour. The product is CC1=C(OC2=NC(=CC(=C2C)NC(CC)CC)C)C(=CC=C1)C ([2-(2,6-Dimethyl-phenoxy)-3,6-dimethyl-pyridin-4-yl]-(1-ethyl-propyl)-amine). Reaction SMILES: Br[C:2]1[CH:23]=[C:22]([CH3:24])[C:5]([O:6][C:7]2[C:12]([CH2:13]O)=[C:11]([NH:15][CH:16]([CH2:19][CH3:20])[CH2:17][CH3:18])[CH:10]=[C:9]([CH3:21])[N:8]=2)=[C:4]([CH3:25])[CH:3]=1.[H-].[Al+3].[Li+].[H-].[H-].[H-]>C1COCC1.C(OCC)C.[Cl-].[Al+3].[Cl-].[Cl-]>[CH3:24][C:22]1[CH:23]=[CH:2][CH:3]=[C:4]([CH3:25])[C:5]=1[O:6][C:7]1[C:12]([CH3:13])=[C:11]([NH:15][CH:16]([CH2:19][CH3:20])[CH2:17][CH3:18])[CH:10]=[C:9]([CH3:21])[N:8]=1 |f:1.2.3.4.5.6,9.10.11.12|. Reported procedure: To a solution of [2-(4-bromo-2,6-dimethyl-phenoxy)-4-(1-ethyl-propylamino)-6-methyl-pyridin-3-yl]-methanol (43 mg, 0.106 mmol) in dry THF was added 1.0M lithium aluminum hydride in diethyl ether (0.25 ml) and aluminum chloride (28 mg). The resulting mixture was stirred at room temperature overnight. The mixture was quenched with water, 2 NaOH, then water. Solid formed and filtered through celite, washed with THF, then chloroform. The filtrate was concentrated to dryness. The residue was diluted ... Reactants: C(C1=CC=CC=C1)N1N=NC(=C1)CCC(=O)O (3-(1-Benzyl-1H-1,2,3-triazol-4-yl)propanoic acid), C (charcoal). Run in CCO (EtOH). Conditions: time 24 hour. Product: N1N=NC(=C1)CCC(=O)O (3-(1H-1,2,3-Triazol-4-yl)propanoic acid). As a reaction SMILES: C([N:8]1[CH:12]=[C:11]([CH2:13][CH2:14][C:15]([OH:17])=[O:16])[N:10]=[N:9]1)C1C=CC=CC=1.C>CCO>[NH:8]1[CH:12]=[C:11]([CH2:13][CH2:14][C:15]([OH:17])=[O:16])[N:10]=[N:9]1. Reported procedure: 3-(1-Benzyl-1H-1,2,3-triazol-4-yl)propanoic acid (step 1) (4.37 g, 18.90 mmol) was dissolved in EtOH and stirred for 10 mins with activated charcoal (1.13 g) and of Celite® (filter material). The reaction mixture was filtered and transferred into a 400 mL Duran Bottle. The colorless solution was set on a continuous cycle at 30 bar pressure and 70° C. through the H-Cube (continuous flow hydrogenation) for 24 hrs. The resulting material was concentrated under reduced pressure and the crude product... Reactants: O=C([O-])[O-], CC(C)OS(C)(=O)=O, Cc1cc2[nH]c(C(=O)N3CCN(S(C)(=O)=O)CC3)cc2cc1OC1CCN(C(C)C)CC1, [Cs+], [Cs+]. Yields the product Cc1cc2c(cc1OC1CCN(C(C)C)CC1)cc(C(=O)N1CCN(S(C)(=O)=O)CC1)n2C(C)C. As a reaction SMILES: [C:33](=[O:34])([O-:35])[O-:36].[CH3:39][S:40]([O:41][CH:44]([CH3:45])[CH3:46])(=[O:42])=[O:43].[CH:1]([CH3:2])([CH3:3])[N:4]1[CH2:5][CH2:6][CH:7]([O:10][c:11]2[cH:12][c:13]3[cH:14][c:15]([C:21](=[O:22])[N:23]4[CH2:24][CH2:25][N:26]([S:29](=[O:30])(=[O:31])[CH3:32])[CH2:27][CH2:28]4)[nH:16][c:17]3[cH:18][c:19]2[CH3:20])[CH2:8][CH2:9]1.[Cs+:37].[Cs+:38]>>[CH:1]([CH3:2])([CH3:3])[N:4]1[CH2:5][CH2:6][CH:7]([O:10][c:11]2[cH:12][c:13]3[cH:14][c:15]([C:21](=[O:22])[N:23]4[CH2:24][CH2:25][N:26]([S:29](=[O:30])(=[O:31])[CH3:32])[CH2:27][CH2:28]4)[n:16]([CH:44]([CH3:45])[CH3:46])[c:17]3[cH:18][c:19]2[CH3:20])[CH2:8][CH2:9]1. Product: COC(C(C#N)C(OC)OC)OC (2-dimethoxymethyl-3,3-dimethoxypropanenitrile). Solvent: CO (methanol), C1(=CC=CC=C1)C (toluene), CO (methanol). Starting materials: C[O-].[Na+] (sodium methylate), COC=C(C#N)C(OC)OC (2-methoxymethylene-3,3-dimethoxypropanenitrile). As a reaction SMILES: [CH3:1][O:2][CH:3]=[C:4]([CH:7]([O:10][CH3:11])[O:8][CH3:9])[C:5]#[N:6].[CH3:12][O-:13].[Na+]>C1(C)C=CC=CC=1.CO>[CH3:11][O:10][CH:7]([O:8][CH3:9])[CH:4]([CH:3]([O:13][CH3:12])[O:2][CH3:1])[C:5]#[N:6] |f:1.2|. Reported procedure: In a mixed solvent of 100 ml of toluene and 50 ml of methanol was dissolved 7.85 g (50 mmoles) of 2-methoxymethylene-3,3-dimethoxypropanenitrile. To the resulting solution was added 9.65 g (50 mmoles) of a 28 wt. % solution of sodium methylate in methanol and the mixture was stirred at room temperature for one and a half hours. Subsequently, the reaction mixture was concentrated under reduced pressure to remove the methanol by distillation. To the resulting residue was added 25 ml of water and t... Reactants: I.C(CCC)N1C(SC(=C1)C(C)(C)C)=N (3-butyl-5-tert-butyl-1,3-thiazol-2(3H)-imine hydroiodide), I.C(CCC)N1C(SC(=C1)C(C)(C)C)=N (3-butyl-5-tert-butyl-1,3-thiazol-2(3H)-imine hydroiodide), ClC=1C=CC(=C(C(=O)O)C1)F (5-chloro-2-fluorobenzoic acid), CCN=C=NCCCN(C)C (EDCI), C=1C=CC2=C(C1)N=NN2O (HOBt). The reagents and catalysts are CN(C)C=1C=CN=CC1 (DMAP). Solvent: N1=CC=CC=C1 (pyridine). Run at time 2 hour. Yields the product C(C)(C)(C)C1=CN(/C(/S1)=N/C(C1=C(C=CC(=C1)Cl)F)=O)CCCC ((Z)-N-(5-tert-butyl-3-butylthiazol-2(3H)-ylidene)-5-chloro-2-fluorobenzamide). The yield is 60.7%. Reaction SMILES: I.[CH2:2]([N:6]1[CH:10]=[C:9]([C:11]([CH3:14])([CH3:13])[CH3:12])[S:8][C:7]1=[NH:15])[CH2:3][CH2:4][CH3:5].[Cl:16][C:17]1[CH:18]=[CH:19][C:20]([F:26])=[C:21]([CH:25]=1)[C:22](O)=[O:23].CCN=C=NCCCN(C)C.C1C=CC2N(O)N=NC=2C=1>CN(C1C=CN=CC=1)C.N1C=CC=CC=1>[C:11]([C:9]1[S:8]/[C:7](=[N:15]\[C:22](=[O:23])[C:21]2[CH:25]=[C:17]([Cl:16])[CH:18]=[CH:19][C:20]=2[F:26])/[N:6]([CH2:2][CH2:3][CH2:4][CH3:5])[CH:10]=1)([CH3:14])([CH3:13])[CH3:12] |f:0.1|. Procedure details: A mixture of 5-tert-butyl-3-butylthiazol-2(3H)-imine (free base of Example 6A, 500 mg, 2.4 mmol), 5-chloro-2-fluorobenzoic acid (670 mg, 2.8 mmol), EDCI (900 mg, 4.7 mmol), HOBt (635 mg, 4.7 mmol) and DMAP (36 mg, 0.3 mmol) in pyridine (20 mL) was stirred at room temperature for 2 hours. The solvent was removed, the mixture was diluted with water, and extracted with EtOAc. The organic extract was dried (Na2SO4), filtered and concentrated. The residue was triturated with EtOAc, to give 537 mg (61... The reactants are C(CCC)[Li] (n-butyl lithium), liquid, CI (methyl iodide), [Cl-].[NH4+] (ammonium chloride), COC(=O)C1CC(NC2=C(C1=O)C=CC(=C2)Cl)=O (8-chloro-2,3,4,5-tetrahydro-1-benzazepine-2,5-dione-4-carboxylic acid methyl ester), N (ammonia). Solvent: C(C)OCC (diethyl ether), CCCCCC (hexane). Run at time 40 minute. The product is COC(=O)C1CC(N(C2=C(C1=O)C=CC(=C2)Cl)C)=O (8-chloro-1-methyl-2,3,4,5-tetrahydro-1-benzazepine-2,5-dione-4-carboxylic acid methyl ester). Reaction SMILES: [CH2:1]([Li])CCC.[CH3:6][O:7][C:8]([CH:10]1[C:16](=[O:17])[C:15]2[CH:18]=[CH:19][C:20]([Cl:22])=[CH:21][C:14]=2[NH:13][C:12](=[O:23])[CH2:11]1)=[O:9].CI.[Cl-].[NH4+].N>CCCCCC.C(OCC)C>[CH3:6][O:7][C:8]([CH:10]1[C:16](=[O:17])[C:15]2[CH:18]=[CH:19][C:20]([Cl:22])=[CH:21][C:14]=2[N:13]([CH3:1])[C:12](=[O:23])[CH2:11]1)=[O:9] |f:3.4|. Procedure: To the mixture, prepared from the dropwise addition of 131 ml of 1.6 molar n-butyl lithium in hexane to 600 ml of liquid amonia while vigorously stirring under an artificial atmosphere of nitrogen for 40 minutes at -76°, 26.7 g of 8-chloro-2,3,4,5-tetrahydro-1-benzazepine-2,5-dione-4-carboxylic acid methyl ester are added all at once and the solution obtained stirred for 1 hour. Thereupon 14.2 g of methyl iodide are added dropwise and the mixture stirred at -35° for 3 hours. It is conbined with ... Reactants: NCC1=CC=C(C(=O)O)C=C1 (p-aminomethylbenzoic acid), [H][H] (hydrogen), 14N hydrochloric acid, NC[C@H]1CC[C@H](CC1)C(=O)O (cis-4-aminomethylcyclohexane-1-carboxylic acid). The reagents and catalysts are [Ru] (ruthenium). Solvent: [OH-].[Na+] (sodium hydroxide). Product: NC[C@@H]1CC[C@H](CC1)C(=O)O (Trans-4-aminomethylcyclohexane-1-carboxylic acid). Reaction SMILES: [NH2:1][CH2:2][C:3]1[CH:11]=[CH:10][C:6]([C:7]([OH:9])=[O:8])=[CH:5][CH:4]=1.NC[C@@H]1CC[C@H](C(O)=O)CC1.[H][H]>[OH-].[Na+].[Ru]>[NH2:1][CH2:2][C@H:3]1[CH2:4][CH2:5][C@H:6]([C:7]([OH:9])=[O:8])[CH2:10][CH2:11]1 |f:3.4|. Procedure: Trans-4-aminomethylcyclohexane-1-carboxylic acid was prepared using 30 g of p-aminomethylbenzoic acid, 3 g of 5% ruthenium supported on activated carbon and 300 ml of 14N hydrochloric acid or a 20% aqueous sodium hydroxide solution as a solvent under the conditions shown in Table 2 below. For the purposes of comparison, the results obtained by isomerizing 100% cis-4-aminomethylcyclohexane-1-carboxylic acid under the same conditions as above but without using hydrogen for reduction are also shown...